Task: describe an organic reaction: reactants, conditions, products, and yield. Dataset: the Open Reaction Database (ORD), a public repository of structured organic reaction records Reactants: CCCCCC.CCOC(=O)C (hexane EtOAc), COC1=C(C=CC(=C1)OC)C(=O)C1=C(C=C(C=C1)[N+](=O)[O-])OC ((2,4-Dimethoxy-phenyl)-(2-methoxy-4-nitro-phenyl)-methanone), COC1=C(C=CC(=C1)OC)C(=O)C1=C(C=C(C=C1)[N+](=O)[O-])OC ((2,4-Dimethoxy-phenyl)-(2-methoxy-4-nitro-phenyl)-methanone), B(Br)(Br)Br (BBr3). The solvent is C(Cl)Cl (CH2Cl2). Reaction conditions: temperature 40 celsius, time 16 hour. The product is OC1=C(C=CC(=C1)O)C(=O)C1=C(C=C(C=C1)[N+](=O)[O-])O ((2,4-Dihydroxy-phenyl)-(2-hydroxy-4-nitro-phenyl)-methanone). As a reaction SMILES: C[O:2][C:3]1[CH:8]=[C:7]([O:9]C)[CH:6]=[CH:5][C:4]=1[C:11]([C:13]1[CH:18]=[CH:17][C:16]([N+:19]([O-:21])=[O:20])=[CH:15][C:14]=1[O:22]C)=[O:12].B(Br)(Br)Br.CCCCCC.CCOC(C)=O>C(Cl)Cl>[OH:2][C:3]1[CH:8]=[C:7]([OH:9])[CH:6]=[CH:5][C:4]=1[C:11]([C:13]1[CH:18]=[CH:17][C:16]([N+:19]([O-:21])=[O:20])=[CH:15][C:14]=1[OH:22])=[O:12] |f:2.3|. Procedure details: (2,4-Dimethoxy-phenyl)-(2-methoxy-4-nitro-phenyl)-methanone (394) (0.4 g, 1.26 mmol) was dissolved in CH2Cl2 and BBr3 was added. The mixture was heated to 40° C. while shaking in a sealed 40 mL I-Chem vial for 16 h. TLC (Rf: 0.5 compared to Rf: 0.65 for compound 394 in 1:1 hexane/EtOAc, single spot) indicated the complete de-methylation at this point. Purification by flash chromatography on silica gel using a gradient of hexane and EtOAc (eluding with 15–100% EtOAc/hexane in 30 minutes) gave the... Reactants: CCC1(C(=O)OC)C=CC(n2c(C)ccc2C)C1, CO, [Na+], [OH-]. The product is CCC1(C(=O)O)C=CC(n2c(C)ccc2C)C1. As a reaction SMILES: [CH3:1][c:2]1[n:3]([CH:8]2[CH:9]=[CH:10][C:11]([C:13](=[O:14])[O:15][CH3:16])([CH2:17][CH3:18])[CH2:12]2)[c:4]([CH3:7])[cH:5][cH:6]1.[CH3:21][OH:22].[Na+:20].[OH-:19]>>[CH3:1][c:2]1[n:3]([CH:8]2[CH:9]=[CH:10][C:11]([C:13](=[O:14])[OH:15])([CH2:17][CH3:18])[CH2:12]2)[c:4]([CH3:7])[cH:5][cH:6]1. The reactants are COC(=O)c1ccc(Oc2ccc(NC(C)=O)cc2)cc1, Cl, [Li+], C1COCCO1, [OH-]. Product: CC(=O)Nc1ccc(Oc2ccc(C(=O)O)cc2)cc1. As a reaction SMILES: [C:3]([CH3:4])(=[O:5])[NH:6][c:7]1[cH:8][cH:9][c:10]([O:11][c:12]2[cH:13][cH:14][c:15]([C:16](=[O:17])[O:18][CH3:19])[cH:20][cH:21]2)[cH:22][cH:23]1.[ClH:24].[Li+:2].[O:25]1[CH2:26][CH2:27][O:28][CH2:29][CH2:30]1.[OH-:1]>>[C:3]([CH3:4])(=[O:5])[NH:6][c:7]1[cH:8][cH:9][c:10]([O:11][c:12]2[cH:13][cH:14][c:15]([C:16](=[O:17])[OH:18])[cH:20][cH:21]2)[cH:22][cH:23]1. The reactants are ClC=1C=CC(=C(C(=O)O)C1)O (5-chloro-2-hydroxy-benzoic acid), S(=O)(Cl)Cl (thionyl chloride). Solvent: CCCCCCC (heptane). Reaction conditions: temperature 60 celsius. The product is ClC=1C=CC(=C(C(=O)Cl)C1)O (5-chloro-2-hydroxy-benzoyl chloride). Yield: 99.3%. Reaction SMILES: [Cl:1][C:2]1[CH:3]=[CH:4][C:5]([OH:11])=[C:6]([CH:10]=1)[C:7](O)=[O:8].S(Cl)([Cl:14])=O>CCCCCCC>[Cl:1][C:2]1[CH:3]=[CH:4][C:5]([OH:11])=[C:6]([CH:10]=1)[C:7]([Cl:14])=[O:8]. Procedure: A solution of 5-chloro-2-hydroxy-benzoic acid (20.0 g, 116 mmol) in heptane (232 mL, 0.5 M) was treated with thionyl chloride (25.4 mL, 348 mmol) and heated to 60° C. for 6 h. After cooling to room temperature, the solution was concentrated under reduced pressure to give 5-chloro-2-hydroxy-benzoyl chloride as a thick yellow oil (22 g) which was used without further purification. Starting materials: CC1(C)NC(=O)c2cc(C#N)ccc2O1, CN(C)C=O, O=P(Cl)(Cl)Cl. Yields the product CC1(C)N=C(Cl)c2cc(C#N)ccc2O1. Reaction SMILES: [C:6](#[N:7])[c:8]1[cH:9][cH:10][c:11]2[c:12]([cH:20]1)[C:13](=[O:19])[NH:14][C:15]([CH3:17])([CH3:18])[O:16]2.[CH3:21][N:22]([CH3:23])[CH:24]=[O:25].[P:1]([Cl:2])([Cl:3])([Cl:4])=[O:5]>>[Cl:3][C:13]1=[N:14][C:15]([CH3:17])([CH3:18])[O:16][c:11]2[cH:10][cH:9][c:8]([C:6]#[N:7])[cH:20][c:12]21. The reactants are C1(CCCC1)CNC(=O)CC1=CC=C2C=CN(C2=C1)CC1=C(C=C(C(=O)O)C=C1)OC (4-[6-(cyclopentylmethylcarbamoyl)methylindol-1-ylmethyl]-3-methoxybenzoic acid), Cl.CN(CCCN=C=NCC)C (1-(3-dimethylaminopropyl)-3-ethylcarbodiimide hydrochloride), CC1=C(C=CC=C1)S(=O)(=O)N (2-methylbenzenesulfonamide). Reagents/catalysts: CN(C1=CC=NC=C1)C (4-dimethylaminopyridine). Solvent: C(Cl)Cl (methylene chloride), C(Cl)Cl (methylene chloride). Yields the product C1(CCCC1)CNC(=O)CC1=CC=C2C=CN(C2=C1)CC1=C(C=C(C(=O)NS(=O)(=O)C2=C(C=CC=C2)C)C=C1)OC (4-[6-(Cyclopentylmethylcarbamoyl)methylindol-1-ylmethyl]-3-methoxy-N-(2-methylphenylsulfonyl)benzamide). Yield: 75.7%. RXN SMILES: [CH:1]1([CH2:6][NH:7][C:8]([CH2:10][C:11]2[CH:19]=[C:18]3[C:14]([CH:15]=[CH:16][N:17]3[CH2:20][C:21]3[CH:29]=[CH:28][C:24]([C:25](O)=[O:26])=[CH:23][C:22]=3[O:30][CH3:31])=[CH:13][CH:12]=2)=[O:9])[CH2:5][CH2:4][CH2:3][CH2:2]1.Cl.CN(C)CCCN=C=NCC.[CH3:44][C:45]1[CH:50]=[CH:49][CH:48]=[CH:47][C:46]=1[S:51]([NH2:54])(=[O:53])=[O:52]>CN(C)C1C=CN=CC=1.C(Cl)Cl>[CH:1]1([CH2:6][NH:7][C:8]([CH2:10][C:11]2[CH:19]=[C:18]3[C:14]([CH:15]=[CH:16][N:17]3[CH2:20][C:21]3[CH:29]=[CH:28][C:24]([C:25]([NH:54][S:51]([C:46]4[CH:47]=[CH:48][CH:49]=[CH:50][C:45]=4[CH3:44])(=[O:53])=[O:52])=[O:26])=[CH:23][C:22]=3[O:30][CH3:31])=[CH:13][CH:12]=2)=[O:9])[CH2:5][CH2:4][CH2:3][CH2:2]1 |f:1.2|. Procedure details: A solution of 4-[6-(cyclopentylmethylcarbamoyl)methylindol-1-ylmethyl]-3-methoxybenzoic acid (0.60 g), 4-dimethylaminopyridine (0.18 g), 1-(3-dimethylaminopropyl)-3-ethylcarbodiimide hydrochloride (0.33 g), and 2-methylbenzenesulfonamide (0.25 g) in methylene chloride (70 ml) was stirred under a nitrogen atmosphere for 80 hr. The mixture was diluted with methylene chloride, washed with 10% v/v hydrochloric acid and water, and evaporated. The resulting white solid was precipitated from methylene ...